This data is from the Open Reaction Database (ORD), a public repository of structured organic reaction records. The task is: describe an organic reaction: reactants, conditions, products, and yield Starting materials: CC(C)(C)[Si](C)(C)OCCc1ccc(-n2cc(-c3ccccc3)nc2I)cc1, COCCOC, [K+], [K+], O=C([O-])[O-], OB(O)c1ccccc1, Cl[Pd]Cl, c1ccc(P(c2ccccc2)c2ccccc2)cc1, c1ccc(P(c2ccccc2)c2ccccc2)cc1. The product is CC(C)(C)[Si](C)(C)OCCc1ccc(-n2cc(-c3ccccc3)nc2-c2ccccc2)cc1. Reaction SMILES: [C:1]([CH3:2])([CH3:3])([CH3:4])[Si:5]([O:6][CH2:7][CH2:8][c:9]1[cH:10][cH:11][c:12](-[n:15]2[c:16]([I:26])[n:17][c:18](-[c:20]3[cH:21][cH:22][cH:23][cH:24][cH:25]3)[cH:19]2)[cH:13][cH:14]1)([CH3:27])[CH3:28].[CH2:44]([CH2:45][O:46][CH3:47])[O:48][CH3:49].[K+:38].[K+:39].[O-:40][C:41]([O-:42])=[O:43].[OH:29][B:30]([OH:31])[c:32]1[cH:33][cH:34][cH:35][cH:36][cH:37]1.[Pd:50]([Cl:51])[Cl:52].[c:53]1([P:54]([c:55]2[cH:56][cH:57][cH:58][cH:59][cH:60]2)[c:61]2[cH:62][cH:63][cH:64][cH:65][cH:66]2)[cH:67][cH:68][cH:69][cH:70][cH:71]1.[c:72]1([P:73]([c:74]2[cH:75][cH:76][cH:77][cH:78][cH:79]2)[c:80]2[cH:81][cH:82][cH:83][cH:84][cH:85]2)[cH:86][cH:87][cH:88][cH:89][cH:90]1>>[C:1]([CH3:2])([CH3:3])([CH3:4])[Si:5]([O:6][CH2:7][CH2:8][c:9]1[cH:10][cH:11][c:12](-[n:15]2[c:16](-[c:32]3[cH:33][cH:34][cH:35][cH:36][cH:37]3)[n:17][c:18](-[c:20]3[cH:21][cH:22][cH:23][cH:24][cH:25]3)[cH:19]2)[cH:13][cH:14]1)([CH3:27])[CH3:28]. The reactants are [BH4-], CO, CC=O, CC(C)(C)OC(=O)N1CCC(N)C1, [Na+]. The product is CCNC1CCN(C(=O)OC(C)(C)C)C1. RXN SMILES: [BH4-:17].[CH3:19][OH:20].[CH:14]([CH3:15])=[O:16].[NH2:1][CH:2]1[CH2:3][N:4]([C:7](=[O:8])[O:9][C:10]([CH3:11])([CH3:12])[CH3:13])[CH2:5][CH2:6]1.[Na+:18]>>[NH:1]([CH:2]1[CH2:3][N:4]([C:7](=[O:8])[O:9][C:10]([CH3:11])([CH3:12])[CH3:13])[CH2:5][CH2:6]1)[CH2:14][CH3:15]. Starting materials: OCC(O)Cc1cc(Cl)c2ccccc2c1OCc1ccccc1, Cc1ccc(S(=O)(=O)Cl)cc1, c1ccncc1. The product is Cc1ccc(S(=O)(=O)OCC(O)Cc2cc(Cl)c3ccccc3c2OCc2ccccc2)cc1. As a reaction SMILES: [CH2:1]([c:2]1[cH:3][cH:4][cH:5][cH:6][cH:7]1)[O:8][c:9]1[c:10]([CH2:20][CH:21]([CH2:22][OH:23])[OH:24])[cH:11][c:12]([Cl:19])[c:13]2[cH:14][cH:15][cH:16][cH:17][c:18]12.[c:25]1([CH3:35])[cH:26][cH:27][c:28]([S:31](=[O:32])(=[O:33])[Cl:34])[cH:29][cH:30]1.[cH:36]1[cH:37][cH:38][n:39][cH:40][cH:41]1>>[CH2:1]([c:2]1[cH:3][cH:4][cH:5][cH:6][cH:7]1)[O:8][c:9]1[c:10]([CH2:20][CH:21]([CH2:22][O:23][S:31]([c:28]2[cH:27][cH:26][c:25]([CH3:35])[cH:30][cH:29]2)(=[O:32])=[O:33])[OH:24])[cH:11][c:12]([Cl:19])[c:13]2[cH:14][cH:15][cH:16][cH:17][c:18]12. The reactants are CN1C(C2=CC=CC(=C2C=N1)[N+](=O)[O-])=O (2-methyl-5-nitro-phthalazin-1-one), [H][H] (hydrogen). The reagents and catalysts are [Pd] (palladium on activated carbon). The solvent is C(C)(=O)OCC (ethyl acetate). Yields the product NC1=C2C=NN(C(C2=CC=C1)=O)C (5-amino-2-methyl-phthalazin-1-one). Isolated yield 94.0%. As a reaction SMILES: [CH3:1][N:2]1[N:11]=[CH:10][C:9]2[C:4](=[CH:5][CH:6]=[CH:7][C:8]=2[N+:12]([O-])=O)[C:3]1=[O:15].[H][H]>[Pd].C(OCC)(=O)C>[NH2:12][C:8]1[CH:7]=[CH:6][CH:5]=[C:4]2[C:9]=1[CH:10]=[N:11][N:2]([CH3:1])[C:3]2=[O:15]. Reported procedure: 1.57 g of 2-methyl-5-nitro-phthalazin-1-one and 130 mg of palladium on activated carbon are suspended in 45 ml of ethyl acetate and hydrogenated with hydrogen under normal pressure. It is filtered through diatomaceous earth, and the solvent is removed in a vacuum. 1.26 g of 5-amino-2-methyl-phthalazin-1-one is obtained as a yellow solid. Solvent: CN(C)C=O (DMF). Conditions: temperature 50 celsius, time 3 hour. Yield: 100.1%. Reaction SMILES: C(O[CH:6](N(C)C)[N:7]([CH3:9])[CH3:8])(C)(C)C.[Cl:13][C:14]1[CH:19]=[CH:18][C:17]([N:20]2[C:29](=[O:30])[C:28]3[C:23](=[CH:24][CH:25]=[CH:26][CH:27]=3)[N:22]=[C:21]2[C:31]2[CH:36]=[CH:35][C:34]([CH3:37])=[C:33]([N+:38]([O-:40])=[O:39])[CH:32]=2)=[CH:16][CH:15]=1>CN(C=O)C>[Cl:13][C:14]1[CH:19]=[CH:18][C:17]([N:20]2[C:29](=[O:30])[C:28]3[C:23](=[CH:24][CH:25]=[CH:26][CH:27]=3)[N:22]=[C:21]2[C:31]2[CH:36]=[CH:35][C:34](/[CH:37]=[CH:6]/[N:7]([CH3:9])[CH3:8])=[C:33]([N+:38]([O-:40])=[O:39])[CH:32]=2)=[CH:16][CH:15]=1. Reported procedure: tert-butoxybis(dimethylamino)methane (0.50 mL, 2.30 mmol) was added to a solution of 3-(4-chlorophenyl)-2-(4-methyl-3-nitrophenyl)quinazolin-4(3H)-one (0.300 g, 0.76 mmol) in DMF (20 mL). Stirring at 50° C. for 3 hours and concentrating in vacuo afforded (E)-3-(4-chlorophenyl)-2-(4-(2-(dimethylamino)vinyl)-3-nitrophenyl)quinazolin-4(3H)-one (0.340 g, 100%). Reactants: C(C)(C)(C)OC(N(C)C)N(C)C (tert-butoxybis(dimethylamino)methane), ClC1=CC=C(C=C1)N1C(=NC2=CC=CC=C2C1=O)C1=CC(=C(C=C1)C)[N+](=O)[O-] (3-(4-chlorophenyl)-2-(4-methyl-3-nitrophenyl)quinazolin-4(3H)-one). The product is ClC1=CC=C(C=C1)N1C(=NC2=CC=CC=C2C1=O)C1=CC(=C(C=C1)\C=C\N(C)C)[N+](=O)[O-] ((E)-3-(4-chlorophenyl)-2-(4-(2-(dimethylamino)vinyl)-3-nitrophenyl)quinazolin-4(3H)-one). The reactants are C(C1=CC=CC=C1)Br (benzyl bromide), FC(OC1=CC=C(CBr)C=C1)F (4-(difluoromethoxy)benzyl bromide), CC=1N=C(SC1C(=O)OCC)N1C(NCC1)=O (ethyl 4-methyl-2-(2-oxoimidazolidin-1-yl)thiazole-5-carboxylate). Yields the product FC(OC1=CC=C(CN2C(N(CC2)C=2SC(=C(N2)C)C(=O)OCC)=O)C=C1)F (ethyl 2-(3-(4-(difluoromethoxy)benzyl)-2-oxoimidazolidin-1-yl)-4-methylthiazole-5-carboxylate). The yield is 88.0%. RXN SMILES: C(Br)C1C=CC=CC=1.[F:9][CH:10]([F:20])[O:11][C:12]1[CH:19]=[CH:18][C:15]([CH2:16]Br)=[CH:14][CH:13]=1.[CH3:21][C:22]1[N:23]=[C:24]([N:32]2[CH2:36][CH2:35][NH:34][C:33]2=[O:37])[S:25][C:26]=1[C:27]([O:29][CH2:30][CH3:31])=[O:28]>>[F:9][CH:10]([F:20])[O:11][C:12]1[CH:19]=[CH:18][C:15]([CH2:16][N:34]2[CH2:35][CH2:36][N:32]([C:24]3[S:25][C:26]([C:27]([O:29][CH2:30][CH3:31])=[O:28])=[C:22]([CH3:21])[N:23]=3)[C:33]2=[O:37])=[CH:14][CH:13]=1. Reported procedure: Following the procedure as described in Example 5, making variations to replace benzyl bromide with 4-(difluoromethoxy)benzyl bromide to react with ethyl 4-methyl-2-(2-oxoimidazolidin-1-yl)thiazole-5-carboxylate, the title compound was obtained in 88% yield: 1H NMR (300 MHz, DMSO-d6) δ 7.37 (d, J=8.1 Hz, 2H), 7.29 (d, J=8.1 Hz, 2H), 6.48 (t, JF-H=73.8 Hz, 1H), 4.46 (s, 2H), 4.26 (q, J=7.2 Hz, 2H), 4.07 (t, J=7.8 Hz, 2H), 3.45 (t, J=7.8 Hz, 2H), 2.56 (s, 3H), 1.30 (t, J=7.2 Hz, 3H); MS (ES+) m/z ... The reactants are Cl.ClC1=C(C=CC=C1Cl)N (2,3-dichlorobenzenamine monohydrochloride), CC(C=C)=O (3-butenone). The reagents and catalysts are [Fe](Cl)(Cl)Cl (iron(III) chloride), [Cl-].[Zn+2].[Cl-] (zinc chloride). Solvent: C(C)O (ethanol), C(C)O (ethanol). Reaction conditions: temperature 65 celsius. Product: 38g, ClC1=CC=C2C(=CC=NC2=C1Cl)C (7,8-dichloro-4-methylquinoline). Yield: 58.0%. Reaction SMILES: Cl.[Cl:2][C:3]1[C:8]([Cl:9])=[CH:7][CH:6]=[CH:5][C:4]=1[NH2:10].[CH3:11][C:12](=O)[CH:13]=[CH2:14]>C(O)C.[Fe](Cl)(Cl)Cl.[Cl-].[Zn+2].[Cl-]>[Cl:9][C:8]1[C:3]([Cl:2])=[C:4]2[C:5]([C:13]([CH3:14])=[CH:12][CH:11]=[N:10]2)=[CH:6][CH:7]=1 |f:0.1,5.6.7|. Procedure details: A mixture of 2,3-dichlorobenzenamine monohydrochloride (0.308 mol), iron(III) chloride (0.52 mol) and zinc chloride (0.0308 mol) in ethanol (800 ml) was heated at 65° C. for 30 minutes. 3-butenone (0.308 mol) in ethanol (200 ml) was added dropwise at 65° C. over a 1 hour period and the mixture was stirred and refluxed overnight. The mixture was cooled to room temperature and evaporated. The residue was taken up in water, basified with NH4OH, filtered off and extracted with ethyl acetate. The org...